Dataset: the Open Reaction Database (ORD), a public repository of structured organic reaction records. Task: describe an organic reaction: reactants, conditions, products, and yield Starting materials: ClC1=NC=CC(=N1)C(F)(F)F (2-chloro-4-trifluoromethyl pyrimidine), NC(C(=O)NC1(CCN(CC1)C)C#N)CC1CCCCC1 (2-amino-N-(4-cyano-1-methyl-piperidin-4-yl)-3-cyclohexyl-propionamide). Yields the product C(#N)C1(CCN(CC1)C)NC(C(CC1CCCCC1)NC1=NC=CC(=N1)C(F)(F)F)=O (N-(4-cyano-1-methyl-piperidin-4-yl)-2-(4-trifluoromethyl-pyrimidin-2-ylamino)-3-cyclohexyl-propionamide). As a reaction SMILES: Cl[C:2]1[N:7]=[C:6]([C:8]([F:11])([F:10])[F:9])[CH:5]=[CH:4][N:3]=1.[NH2:12][CH:13]([CH2:26][CH:27]1[CH2:32][CH2:31][CH2:30][CH2:29][CH2:28]1)[C:14]([NH:16][C:17]1([C:24]#[N:25])[CH2:22][CH2:21][N:20]([CH3:23])[CH2:19][CH2:18]1)=[O:15]>>[C:24]([C:17]1([NH:16][C:14](=[O:15])[CH:13]([NH:12][C:2]2[N:7]=[C:6]([C:8]([F:11])([F:10])[F:9])[CH:5]=[CH:4][N:3]=2)[CH2:26][CH:27]2[CH2:28][CH2:29][CH2:30][CH2:31][CH2:32]2)[CH2:18][CH2:19][N:20]([CH3:23])[CH2:21][CH2:22]1)#[N:25]. Procedure: The title compound was prepared from 2-chloro-4-trifluoromethyl pyrimidine and 2-amino-N-(4-cyano-1-methyl-piperidin-4-yl)-3-cyclohexyl-propionamide according to the procedure from Example 19. MS, m/z 439.5=M+1. Starting materials: [BH4-], CO, O=Cc1cc2c(s1)Oc1ccccc1NC2=O, [Na+], O. Yields the product O=C1Nc2ccccc2Oc2sc(CO)cc21. RXN SMILES: [BH4-:18].[CH3:20][OH:21].[CH:1](=[O:2])[c:3]1[cH:4][c:5]2[c:6]([s:17]1)[O:7][c:8]1[c:9]([cH:13][cH:14][cH:15][cH:16]1)[NH:10][C:11]2=[O:12].[Na+:19].[OH2:22]>>[CH2:1]([OH:2])[c:3]1[cH:4][c:5]2[c:6]([s:17]1)[O:7][c:8]1[c:9]([cH:13][cH:14][cH:15][cH:16]1)[NH:10][C:11]2=[O:12]. Starting materials: FC1=C(C=O)C=CC=C1 (2-Fluorobenzaldehyde), C(C)OC(=O)N1CCNCC1 (1-(ethoxycarbonyl)piperazine), C([O-])([O-])=O.[Ca+2] (calcium carbonate). Run in CS(=O)C (dimethylsulfoxide). Yields the product C(C)OC(=O)N1CCN(CC1)C1=C(C=O)C=CC=C1 (2-(4-Ethoxycarbonyl-1-piperazinyl)benzaldehyde). Yield: 68.0%. Reaction SMILES: F[C:2]1[CH:9]=[CH:8][CH:7]=[CH:6][C:3]=1[CH:4]=[O:5].[CH2:10]([O:12][C:13]([N:15]1[CH2:20][CH2:19][NH:18][CH2:17][CH2:16]1)=[O:14])[CH3:11].C(=O)([O-])[O-].[Ca+2]>CS(C)=O>[CH2:10]([O:12][C:13]([N:15]1[CH2:16][CH2:17][N:18]([C:2]2[CH:9]=[CH:8][CH:7]=[CH:6][C:3]=2[CH:4]=[O:5])[CH2:19][CH2:20]1)=[O:14])[CH3:11] |f:2.3|. Reported procedure: 2-Fluorobenzaldehyde (3.0 g, 24.2 mmol), 1-(ethoxycarbonyl)piperazine (4.2 ml, 28.7 ml), and calcium carbonate (2.46 g, 24.6 mmol) were reacted at 120° C. for 7.5 hours in dimethylsulfoxide (12 ml). After the reaction was completed, the insolubles were filtered off and the resulting filtrate was extracted by adding water and ethyl acetate thereto. The organic layer was dried over anhydrous magnesium sulfate and concentrated to give oily substances. The resulting oily substances were purified by ... Starting materials: BrC1=CC=C(C=C1)C(C=CC1=CC=C(C=C1)Cl)=O (1-(4-bromophenyl)-3-(4-chlorophenyl)prop-2-en-1-one), C(CC(=O)OC)(=O)OC (dimethyl malonate). The product is BrC1=CC=C(C=C1)C(CC(C1=CC=C(C=C1)Cl)C(C(=O)OC)C(=O)OC)=O (dimethyl 2-(3-(4-bromophenyl)-1-(4-chlorophenyl)-3-oxopropyl)malonate). As a reaction SMILES: [Br:1][C:2]1[CH:7]=[CH:6][C:5]([C:8](=[O:18])[CH:9]=[CH:10][C:11]2[CH:16]=[CH:15][C:14]([Cl:17])=[CH:13][CH:12]=2)=[CH:4][CH:3]=1.[C:19]([O:26][CH3:27])(=[O:25])[CH2:20][C:21]([O:23][CH3:24])=[O:22]>>[Br:1][C:2]1[CH:7]=[CH:6][C:5]([C:8](=[O:18])[CH2:9][CH:10]([CH:20]([C:19]([O:26][CH3:27])=[O:25])[C:21]([O:23][CH3:24])=[O:22])[C:11]2[CH:12]=[CH:13][C:14]([Cl:17])=[CH:15][CH:16]=2)=[CH:4][CH:3]=1. Reported procedure: By a procedure similar to that of example 1.59.2, starting from 1-(4-bromophenyl)-3-(4-chlorophenyl)prop-2-en-1-one and dimethyl malonate, dimethyl 2-(3-(4-bromophenyl)-1-(4-chlorophenyl)-3-oxopropyl)malonate was obtained as colourless solid. Starting materials: [OH-].[Na+] (sodium hydroxide), C(C)OC(CC=1NC(C(=C(N1)N1CCOCC1)F)=S)=O ((5-fluoro-4-morpholin-4-yl-6-thioxo-1,6-dihydropyrimidin-2-yl)acetic acid ethyl ester). Run in C1CCOC1 (THF). Conditions: time 24 hour. The product is FC1=C(N=C(NC1=S)CC(=O)[O-])N1CCOCC1.[Na+] (sodium (5-fluoro-4-morpholin-4-yl-6-thioxo-1,6-dihydropyrimidin-2-yl)acetate). Reaction SMILES: [OH-].[Na+:2].C([O:5][C:6](=[O:22])[CH2:7][C:8]1[NH:9][C:10](=[S:21])[C:11]([F:20])=[C:12]([N:14]2[CH2:19][CH2:18][O:17][CH2:16][CH2:15]2)[N:13]=1)C>C1COCC1>[F:20][C:11]1[C:10](=[S:21])[NH:9][C:8]([CH2:7][C:6]([O-:22])=[O:5])=[N:13][C:12]=1[N:14]1[CH2:15][CH2:16][O:17][CH2:18][CH2:19]1.[Na+:2] |f:0.1,4.5|. Procedure: 0.85 ml of 2N sodium hydroxide is added to a solution of 255 mg of (5-fluoro-4-morpholin-4-yl-6-thioxo-1,6-dihydropyrimidin-2-yl)acetic acid ethyl ester in 2 ml of THF. The reaction medium is stirred at ambient temperature for 24 hours. The reaction medium is concentrated under reduced pressure. The residue obtained is oven-dried under vacuum in the presence of P2O5, so as to give 0.32 g of sodium (5-fluoro-4-morpholin-4-yl-6-thioxo-1,6-dihydropyrimidin-2-yl)acetate which is used as it is in the... The reactants are [H-].C(C(C)C)[Al+]CC(C)C (diisobutylaluminum hydride), O[C@H]1[C@@H](CCCC1)NC=1SC2=C(N1)C=CC(=C2)CN2C=NC=1C2=NC=C(C1)C(=O)OC (methyl 3-((2-(((1R,2R)-2-hydroxycyclohexyl)amino)benzo[d]thiazol-6-yl)methyl)-3H-imidazo[4,5-b]pyridine-6-carboxylate), Cl (HCl). Run in C(Cl)Cl (DCM). Reaction conditions: temperature -20 celsius, time 10 minute. Yields the product OCC=1C=C2C(=NC1)N(C=N2)CC2=CC1=C(N=C(S1)N[C@H]1[C@@H](CCCC1)O)C=C2 ((1R,2R)-2-((6-((6-(hydroxymethyl)-3H-imidazo[4,5-b]pyridin-3-yl)methyl)benzo[d]thiazol-2-yl)amino)cyclohexanol). Yield: 28.1%. As a reaction SMILES: [OH:1][C@@H:2]1[CH2:7][CH2:6][CH2:5][CH2:4][C@H:3]1[NH:8][C:9]1[S:10][C:11]2[CH:17]=[C:16]([CH2:18][N:19]3[C:23]4=[N:24][CH:25]=[C:26]([C:28](OC)=[O:29])[CH:27]=[C:22]4[N:21]=[CH:20]3)[CH:15]=[CH:14][C:12]=2[N:13]=1.[H-].C([Al+]CC(C)C)C(C)C.Cl>C(Cl)Cl>[OH:29][CH2:28][C:26]1[CH:27]=[C:22]2[N:21]=[CH:20][N:19]([CH2:18][C:16]3[CH:15]=[CH:14][C:12]4[N:13]=[C:9]([NH:8][C@@H:3]5[CH2:4][CH2:5][CH2:6][CH2:7][C@H:2]5[OH:1])[S:10][C:11]=4[CH:17]=3)[C:23]2=[N:24][CH:25]=1 |f:1.2|. Procedure details: To a stirred mixture of methyl 3-((2-(((1R,2R)-2-hydroxycyclohexyl)amino)benzo[d]thiazol-6-yl)methyl)-3H-imidazo[4,5-b]pyridine-6-carboxylate (76 mg, 0.174 mmol) from Example 79 in anhydrous DCM (1 mL) at −50° C. under argon was added dropwise diisobutylaluminum hydride (1 M solution in DCM, 0.696 μL, 696 mmol). The mixture was allowed to warm to −20° C. and stirred for 10 min. The reaction mixture was acidified to pH˜1.0 with 2 M aq HCl, and the mixture was purified directly by reverse-phase HP...